Dataset: the Open Reaction Database (ORD), a public repository of structured organic reaction records. Task: describe an organic reaction: reactants, conditions, products, and yield Reactants: O=C(C(=O)OCC)CCC1=CC=CC=C1 (ethyl 2-oxo-4-phenyl-butanoate), N[C@@H](C)C(=O)N1[C@H](C(=O)O)CCC1 (L-alanyl-L-proline), [H][H] (hydrogen), [H][H] (hydrogen), 3A, [OH-].[Na+] (NaOH). Reagents/catalysts: [Ni] (Raney nickel). Solvent: O (water), C(C)O (ethanol), C(C)(=O)OCC (ethyl acetate). Conditions: time 4 hour. Yields the product C(\C=C/C(=O)O)(=O)O.C(C)OC(=O)[C@H](CCC1=CC=CC=C1)N[C@@H](C)C(=O)N1[C@H](C(=O)O)CCC1 (N-[1(S)-Ethoxycarbonyl-3-phenylpropyl]-L-alanyl-L-proline maleic acid salt). RXN SMILES: [NH2:1][C@H:2]([C:4]([N:6]1[CH2:13][CH2:12][CH2:11][C@H:7]1[C:8]([OH:10])=[O:9])=[O:5])[CH3:3].[O:14]=[C:15]([CH2:21][CH2:22][C:23]1[CH:28]=[CH:27][CH:26]=[CH:25][CH:24]=1)[C:16]([O:18][CH2:19][CH3:20])=[O:17].[H][H].[OH-:31].[Na+]>[Ni].C(O)C.C(OCC)(=O)C.O>[C:8]([OH:10])(=[O:9])/[CH:7]=[CH:11]\[C:12]([OH:14])=[O:31].[CH2:19]([O:18][C:16]([C@@H:15]([NH:1][C@H:2]([C:4]([N:6]1[CH2:13][CH2:12][CH2:11][C@H:7]1[C:8]([OH:10])=[O:9])=[O:5])[CH3:3])[CH2:21][CH2:22][C:23]1[CH:24]=[CH:25][CH:26]=[CH:27][CH:28]=1)=[O:17])[CH3:20] |f:3.4,9.10|. Procedure: A mixture of 3 g. of L-alanyl-L-proline, 5 g of ethyl 2-oxo-4-phenyl-butanoate, 13 g. of 3A molecular sieves, and 3.6 g. of Raney nickel in 85 ml of ethanol is hydrogenated at 25° C. and at 40 psig of hydrogen until uptake of hydrogen ceases. The solids are filtered, washed with 80 ml. of ethanol and the filtrates are combined. Assay by high pressure liquid chromatography shows an 87:13 ratio of diastereoisomers in favor of the desired product. Ethanol is removed under vacuum to afford an oil wh... The reactants are CC(=O)c1cccc(C#N)c1, CCOC(=O)OCC, CCOC(C)=O, Cl, [H-], [Na+], C1CCOC1. Product: CCOC(=O)CC(=O)c1cccc(C#N)c1. RXN SMILES: [C:11]([CH3:12])(=[O:13])[c:14]1[cH:15][c:16]([C:17]#[N:18])[cH:19][cH:20][cH:21]1.[C:3]([O:4][CH2:5][CH3:6])([O:7][CH2:8][CH3:9])=[O:10].[CH3:28][CH2:29][O:30][C:31](=[O:32])[CH3:33].[ClH:22].[H-:1].[Na+:2].[O:23]1[CH2:24][CH2:25][CH2:26][CH2:27]1>>[C:3]([O:7][CH2:8][CH3:9])(=[O:10])[CH2:12][C:11](=[O:13])[c:14]1[cH:15][c:16]([C:17]#[N:18])[cH:19][cH:20][cH:21]1. Reactants: C(C)(=O)N1C(CC2=CC(=CC=C12)C(CC)=O)=O (1-acetyl-5-propionyl-2-indolinone), C(CC)(OC)(OC)OC (trimethyl orthopropionate). Yields the product C(C)(=O)N1C(C(C2=CC(=CC=C12)C(CC)=O)=C(CC)OC)=O (1-acetyl-5-propionyl-3-(1-methoxy-propylidene)-2-indolinone). As a reaction SMILES: [C:1]([N:4]1[C:12]2[C:7](=[CH:8][C:9]([C:13](=[O:16])[CH2:14][CH3:15])=[CH:10][CH:11]=2)[CH2:6][C:5]1=[O:17])(=[O:3])[CH3:2].[C:18](OC)(OC)([O:21][CH3:22])[CH2:19][CH3:20]>>[C:1]([N:4]1[C:12]2[C:7](=[CH:8][C:9]([C:13](=[O:16])[CH2:14][CH3:15])=[CH:10][CH:11]=2)[C:6](=[C:18]([O:21][CH3:22])[CH2:19][CH3:20])[C:5]1=[O:17])(=[O:3])[CH3:2]. Procedure: Prepared from 1-acetyl-5-propionyl-2-indolinone and trimethyl orthopropionate Reactants: COC(=O)c1cn(-c2ccnc3ccc(C(F)(F)F)cc23)c2ccccc12, CC(C)OC(C)C, [Li+], C1CCOC1, [OH-], O, O. Yields the product O=C(O)c1cn(-c2ccnc3ccc(C(F)(F)F)cc23)c2ccccc12. As a reaction SMILES: [CH3:4][O:5][C:6](=[O:7])[c:8]1[cH:9][n:10](-[c:17]2[cH:18][cH:19][n:20][c:21]3[cH:22][cH:23][c:24]([C:27]([F:28])([F:29])[F:30])[cH:25][c:26]23)[c:11]2[cH:12][cH:13][cH:14][cH:15][c:16]12.[CH:37]([O:38][CH:39]([CH3:40])[CH3:41])([CH3:42])[CH3:43].[Li+:3].[O:31]1[CH2:32][CH2:33][CH2:34][CH2:35]1.[OH-:2].[OH2:1].[OH2:36]>>[O:5]=[C:6]([OH:7])[c:8]1[cH:9][n:10](-[c:17]2[cH:18][cH:19][n:20][c:21]3[cH:22][cH:23][c:24]([C:27]([F:28])([F:29])[F:30])[cH:25][c:26]23)[c:11]2[cH:12][cH:13][cH:14][cH:15][c:16]12. Reactants: O=C(Cl)c1cccc(C(F)(F)F)c1, COC(=O)OCC1OC(OC)C(O)C1OS(C)(=O)=O, c1ccncc1. Yields the product COC(=O)OCC1OC(OC)C(OC(=O)c2cccc(C(F)(F)F)c2)C1OS(C)(=O)=O. RXN SMILES: [F:20][C:21]([c:22]1[cH:23][c:24]([C:25](=[O:26])[Cl:27])[cH:28][cH:29][cH:30]1)([F:31])[F:32].[S:1](=[O:2])(=[O:3])([CH3:4])[O:5][CH:6]1[CH:7]([OH:19])[CH:8]([O:9][CH3:10])[O:11][CH:12]1[CH2:13][O:14][C:15](=[O:16])[O:17][CH3:18].[cH:33]1[cH:34][cH:35][n:36][cH:37][cH:38]1>>[S:1](=[O:2])(=[O:3])([CH3:4])[O:5][CH:6]1[CH:7]([O:19][C:25]([c:24]2[cH:23][c:22]([C:21]([F:20])([F:31])[F:32])[cH:30][cH:29][cH:28]2)=[O:26])[CH:8]([O:9][CH3:10])[O:11][CH:12]1[CH2:13][O:14][C:15](=[O:16])[O:17][CH3:18]. The yield is 73.9%. Reaction conditions: temperature 20 celsius, time 2 hour. Reported procedure: Sodium hydride (40 mg of 60% oil dispersion) was added at 0° C. to a solution of ethyl 4-(2,3-dihydro-6-methyl-4-oxo-5-phenyl-4H-1,3-oxazin-3-yl)-2-(4'-iodobutyl)-4-methyl-3-oxo-pentanoate (0.25 g) in N,N-dimethylformamide, and stirred at 20° C. for 2 hours. The mixture was diluted (ether),washed (brine), dried (MgSO4) and evaporated. The residue was purified by column chromatography (ethyl acetate/hexane 1:3) to give ethyl 1-[2-(2,3-dihydro-6-methyl-4-oxo-5-phenyl-4H-1,3-oxazin-3-yl)-2-methylpr... Solvent: CN(C=O)C (N,N-dimethylformamide). As a reaction SMILES: [H-].[Na+].[CH3:3][C:4]1[O:9][CH2:8][N:7]([C:10]([CH3:25])([CH3:24])[C:11](=[O:23])[CH:12]([CH2:18][CH2:19][CH2:20][CH2:21]I)[C:13]([O:15][CH2:16][CH3:17])=[O:14])[C:6](=[O:26])[C:5]=1[C:27]1[CH:32]=[CH:31][CH:30]=[CH:29][CH:28]=1>CN(C)C=O>[CH3:3][C:4]1[O:9][CH2:8][N:7]([C:10]([CH3:25])([CH3:24])[C:11]([C:12]2([C:13]([O:15][CH2:16][CH3:17])=[O:14])[CH2:21][CH2:20][CH2:19][CH2:18]2)=[O:23])[C:6](=[O:26])[C:5]=1[C:27]1[CH:32]=[CH:31][CH:30]=[CH:29][CH:28]=1 |f:0.1|. Starting materials: [H-].[Na+] (Sodium hydride), CC1=C(C(N(CO1)C(C(C(C(=O)OCC)CCCCI)=O)(C)C)=O)C1=CC=CC=C1 (ethyl 4-(2,3-dihydro-6-methyl-4-oxo-5-phenyl-4H-1,3-oxazin-3-yl)-2-(4'-iodobutyl)-4-methyl-3-oxo-pentanoate), (ether),washed. Yields the product CC1=C(C(N(CO1)C(C(=O)C1(CCCC1)C(=O)OCC)(C)C)=O)C1=CC=CC=C1 (ethyl 1-[2-(2,3-dihydro-6-methyl-4-oxo-5-phenyl-4H-1,3-oxazin-3-yl)-2-methylpropionyl]cyclopentylcarboxylate).